Dataset: the Open Reaction Database (ORD), a public repository of structured organic reaction records. Task: describe an organic reaction: reactants, conditions, products, and yield The reactants are COC1=CC=C(C=C1)C1=CC=C2N1CCN=C2C (3,4-Dihydro-6-(p-methoxyphenyl)-1-methylpyrrolo[1,2-a]pyrazine), Br (hydrobromic acid), C(Cl)Cl (methylene chloride), C(\C=C\C(=O)O)(=O)O (fumaric acid). The solvent is CO (methanol). Run at time 2 hour. Yields the product C(\C=C\C(=O)O)(=O)O.OC1=CC=C(C=C1)C1=CC=C2N1CCN=C2C (3,4-dihydro-6-(4-hydroxyphenyl)-1-methylpyrrolo[1,2-a]pyrazine fumarate). The yield is 62.0%. As a reaction SMILES: C[O:2][C:3]1[CH:8]=[CH:7][C:6]([C:9]2[N:13]3[CH2:14][CH2:15][N:16]=[C:17]([CH3:18])[C:12]3=[CH:11][CH:10]=2)=[CH:5][CH:4]=1.Br.C(Cl)Cl.[C:23]([OH:30])(=[O:29])/[CH:24]=[CH:25]/[C:26]([OH:28])=[O:27]>CO>[C:23]([OH:30])(=[O:29])/[CH:24]=[CH:25]/[C:26]([OH:28])=[O:27].[OH:2][C:3]1[CH:4]=[CH:5][C:6]([C:9]2[N:13]3[CH2:14][CH2:15][N:16]=[C:17]([CH3:18])[C:12]3=[CH:11][CH:10]=2)=[CH:7][CH:8]=1 |f:5.6|. Reported procedure: 3,4-Dihydro-6-(p-methoxyphenyl)-1-methylpyrrolo[1,2-a]pyrazine (20.9 g) was boiled with 500 ml of 48% hydrobromic acid in an argon atmosphere while stirring for 11/2 hours. The hydrobromic acid was removed in a vacuum and the residue was dissolved in 900 ml of ethyl acetate with the addition of 100 ml of methanol. The solution was stirred for 15 minutes with a mixture of 500 ml of saturated sodium hydrogen carbonate solution and 100 ml of 2N sodium hydroxide solution. The aqueous phase was broug... Reactants: Cc1noc(C)c1C(=O)Cl, COc1cc(-c2nn(C3CCC(N4CCN(C)CC4)CC3)c3ncnc(N)c23)ccc1N, c1ccncc1. Product: COc1cc(-c2nn(C3CCC(N4CCN(C)CC4)CC3)c3ncnc(N)c23)ccc1NC(=O)c1c(C)noc1C. Reaction SMILES: [CH3:1][c:2]1[n:3][o:4][c:5]([CH3:10])[c:6]1[C:7](=[O:8])[Cl:9].[NH2:11][c:12]1[c:13]([O:41][CH3:42])[cH:14][c:15](-[c:18]2[n:19][n:20]([CH:28]3[CH2:29][CH2:30][CH:31]([N:34]4[CH2:35][CH2:36][N:37]([CH3:40])[CH2:38][CH2:39]4)[CH2:32][CH2:33]3)[c:21]3[n:22][cH:23][n:24][c:25]([NH2:27])[c:26]23)[cH:16][cH:17]1.[cH:43]1[cH:44][cH:45][n:46][cH:47][cH:48]1>>[CH3:1][c:2]1[n:3][o:4][c:5]([CH3:10])[c:6]1[C:7](=[O:8])[NH:11][c:12]1[c:13]([O:41][CH3:42])[cH:14][c:15](-[c:18]2[n:19][n:20]([CH:28]3[CH2:29][CH2:30][CH:31]([N:34]4[CH2:35][CH2:36][N:37]([CH3:40])[CH2:38][CH2:39]4)[CH2:32][CH2:33]3)[c:21]3[n:22][cH:23][n:24][c:25]([NH2:27])[c:26]23)[cH:16][cH:17]1. Reactants: O.ON1N=NC2=C1C=CC=C2 (1-hydroxybenzotriazole hydrate), C1(CCCCC1)N=C=NC1CCCCC1 (Dicyclohexyl carbodiimide), S1CNCC1 (thiazolidine), NC=1C=C(C(=O)C2=CC=CC=C2)C=CC1 (3-aminobenzophenone). Solvent: CN(C=O)C (dimethylformamide), O (water). Run at time 20 hour. Product: C(C1=CC=CC=C1)(=O)C=1C=C(C=CC1)NC(=O)C1NC(SC1)C=1C=NC=CC1 (N-(3-benzoylphenyl) 2-(3-pyridinyl)-4-thiazolidine carboxamide). The yield is 40.0%. As a reaction SMILES: C1(N=[C:8]=[N:9][CH:10]2[CH2:15][CH2:14][CH2:13][CH2:12][CH2:11]2)CCCCC1.[S:16]1[CH2:20][CH2:19][NH:18][CH2:17]1.NC1C=C(C=CC=1)[C:25]([C:27]1[CH:32]=[CH:31][CH:30]=[CH:29][CH:28]=1)=[O:26].[OH2:36].O[N:38]1[C:42]2C=[CH:44][CH:45]=[CH:46][C:41]=2N=N1>CN(C)C=O.O>[C:25]([C:14]1[CH:15]=[C:10]([NH:9][C:8]([CH:19]2[CH2:20][S:16][CH:17]([C:41]3[CH:42]=[N:38][CH:44]=[CH:45][CH:46]=3)[NH:18]2)=[O:36])[CH:11]=[CH:12][CH:13]=1)(=[O:26])[C:27]1[CH:28]=[CH:29][CH:30]=[CH:31][CH:32]=1 |f:3.4|. Reported procedure: Dicyclohexyl carbodiimide (DCC, 3.4 g, 16.7 mmole) was added to a solution of the thiazolidine acid prepared as described above in step 1 (2.3 g, 11 mmole), 3-aminobenzophenone (2.2 g, 11 mmole), and 1-hydroxybenzotriazole hydrate (HOBT, 1.5 g, 11 mmole) in dimethylformamide (25 mL). The reaction mixture was stirred for 20 hours at room temperature and then water (5 mL) was added to quench the excess DCC. Twenty minutes later ethylacetate was added and the mixture filtered to remove dicyclohexyl... Reactants: C1CCOC1, O=C(c1ccc(Br)cc1)c1cc(Cl)ccc1NC(=O)n1ccnc1, NCC(F)(F)F. The product is O=C1Nc2ccc(Cl)cc2C(O)(c2ccc(Br)cc2)N1CC(F)(F)F. RXN SMILES: [CH2:31]1[O:32][CH2:33][CH2:34][CH2:35]1.[Cl:1][c:2]1[cH:3][c:4]([C:16]([c:17]2[cH:18][cH:19][c:20]([Br:23])[cH:21][cH:22]2)=[O:24])[c:5]([NH:8][C:9](=[O:10])[n:11]2[cH:12][cH:13][n:14][cH:15]2)[cH:6][cH:7]1.[F:25][C:26]([CH2:27][NH2:28])([F:29])[F:30]>>[Cl:1][c:2]1[cH:3][c:4]2[c:5]([cH:6][cH:7]1)[NH:8][C:9](=[O:10])[N:28]([CH2:27][C:26]([F:25])([F:29])[F:30])[C:16]2([c:17]1[cH:18][cH:19][c:20]([Br:23])[cH:21][cH:22]1)[OH:24]. The reactants are C(C)(C)(C)OC(=O)N1CCC(CC1)OC1=CC=C(C=C1)NC/C=C/C=1C=C(C#N)C=CC1 (3-[3-[N-[4-(1-t-butoxycarbonylpiperidin-4-yloxy)phenyl]amino]-1-(E)-propenyl]benzonitrile), C([O-])([O-])=O.[K+].[K+] (potassium carbonate), BrCC(=O)OCC (ethyl bromoacetate), O (water). Run in CN(C=O)C (N,N-dimethylformamide). Conditions: temperature 70 celsius, time 9 hour. Yields the product C(C)(C)(C)OC(=O)N1CCC(CC1)OC1=CC=C(C=C1)N(C\C=C\C1=CC(=CC=C1)C#N)CC(=O)OCC (Ethyl 2-[N-[4-(1-t-Butoxycarbonylpiperidin-4-yloxy)phenyl]-N-[3-(3-cyanophenyl)-2-(E)-propenyl]amino]acetate). Reaction SMILES: [C:1]([O:5][C:6]([N:8]1[CH2:13][CH2:12][CH:11]([O:14][C:15]2[CH:20]=[CH:19][C:18]([NH:21][CH2:22]/[CH:23]=[CH:24]/[C:25]3[CH:26]=[C:27]([CH:30]=[CH:31][CH:32]=3)[C:28]#[N:29])=[CH:17][CH:16]=2)[CH2:10][CH2:9]1)=[O:7])([CH3:4])([CH3:3])[CH3:2].C(=O)([O-])[O-].[K+].[K+].Br[CH2:40][C:41]([O:43][CH2:44][CH3:45])=[O:42].O>CN(C)C=O>[C:1]([O:5][C:6]([N:8]1[CH2:13][CH2:12][CH:11]([O:14][C:15]2[CH:20]=[CH:19][C:18]([N:21]([CH2:40][C:41]([O:43][CH2:44][CH3:45])=[O:42])[CH2:22]/[CH:23]=[CH:24]/[C:25]3[CH:32]=[CH:31][CH:30]=[C:27]([C:28]#[N:29])[CH:26]=3)=[CH:17][CH:16]=2)[CH2:10][CH2:9]1)=[O:7])([CH3:4])([CH3:2])[CH3:3] |f:1.2.3|. Reported procedure: To a solution of 3-[3-[N-[4-(1-t-butoxycarbonylpiperidin-4-yloxy)phenyl]amino]-1-(E)-propenyl]benzonitrile (1.00 g) in N,N-dimethylformamide (20 ml) were added potassium carbonate (0.96 g) and ethyl bromoacetate (0.62 ml). The mixture was stirred at 70° C. for 9 hours. After addition of water, the reaction mixture was extracted with ethyl acetate. The extract was washed with brine. The organic layer was dried over anhydrous magnesium sulfate, filtered and the filtrate concentrated in vacuo. The ...